Task: describe an organic reaction: reactants, conditions, products, and yield. Dataset: the Open Reaction Database (ORD), a public repository of structured organic reaction records Reactants: C1CCOC1, C[Si](C)(C)[N-][Si](C)(C)C, CN1CC=C(c2c[nH]c3c(F)cc(F)cc23)CC1, [Na+], O=S(=O)(Cl)c1ccccc1. Product: CN1CC=C(c2cn(S(=O)(=O)c3ccccc3)c3c(F)cc(F)cc23)CC1. As a reaction SMILES: [CH2:39]1[O:40][CH2:41][CH2:42][CH2:43]1.[CH3:30][Si:31]([N-:32][Si:33]([CH3:34])([CH3:35])[CH3:36])([CH3:37])[CH3:38].[F:1][c:2]1[cH:3][c:4]2[c:5]([C:12]3=[CH:17][CH2:16][N:15]([CH3:18])[CH2:14][CH2:13]3)[cH:6][nH:7][c:8]2[c:9]([F:11])[cH:10]1.[Na+:29].[c:19]1([S:25](=[O:26])(=[O:27])[Cl:28])[cH:20][cH:21][cH:22][cH:23][cH:24]1>>[F:1][c:2]1[cH:3][c:4]2[c:5]([C:12]3=[CH:17][CH2:16][N:15]([CH3:18])[CH2:14][CH2:13]3)[cH:6][n:7]([S:25]([c:19]3[cH:20][cH:21][cH:22][cH:23][cH:24]3)(=[O:26])=[O:27])[c:8]2[c:9]([F:11])[cH:10]1. The reactants are C([O-])([O-])=O.[Na+].[Na+] (sodium carbonate), ClCCl (dichloromethane), NC1=NC=NN2C1=C(C=C2C(CC)O)Br (1-(4-Amino-5-bromo-pyrrolo[2,1-f][1,2,4]triazin-7-yl)-propan-1-ol), C(C1=CC=CC=C1)N1N=C2C=C(C=CC2=C1)B1OC(C(O1)(C)C)(C)C (2-benzyl-6-(4,4,5,5-tetramethyl-[1,3,2]dioxaborolan-2-yl)-2H-indazole). Reagents/catalysts: C1=CC=C(C=C1)P([C-]2C=CC=C2)C3=CC=CC=C3.C1=CC=C(C=C1)P([C-]2C=CC=C2)C3=CC=CC=C3.Cl[Pd]Cl.[Fe+2] ([1,1′-bis(diphenylphosphino)ferrocene]dichloropalladium). Run in CCO.C1(=CC=CC=C1)C (EtOH toluene). Reaction conditions: temperature 80 celsius, time 17 hour. Product: NC1=NC=NN2C1=C(C=C2C(CC)O)C=2C=CC1=CN(N=C1C2)CC2=CC=CC=C2 (1-[4-Amino-5-(2-benzyl-2H-indazol-6-yl)-pyrrolo[2,1-f][1,2,4]triazin-7-yl]-propan-1-ol). Yield: 56.6%. RXN SMILES: [NH2:1][C:2]1[C:7]2=[C:8](Br)[CH:9]=[C:10]([CH:11]([OH:14])[CH2:12][CH3:13])[N:6]2[N:5]=[CH:4][N:3]=1.[CH2:16]([N:23]1[CH:31]=[C:30]2[C:25]([CH:26]=[C:27](B3OC(C)(C)C(C)(C)O3)[CH:28]=[CH:29]2)=[N:24]1)[C:17]1[CH:22]=[CH:21][CH:20]=[CH:19][CH:18]=1.ClCCl.C(=O)([O-])[O-].[Na+].[Na+]>CCO.C1(C)C=CC=CC=1.C1C=CC(P(C2C=CC=CC=2)[C-]2C=CC=C2)=CC=1.C1C=CC(P(C2C=CC=CC=2)[C-]2C=CC=C2)=CC=1.Cl[Pd]Cl.[Fe+2]>[NH2:1][C:2]1[C:7]2=[C:8]([C:27]3[CH:28]=[CH:29][C:30]4[C:25]([CH:26]=3)=[N:24][N:23]([CH2:16][C:17]3[CH:22]=[CH:21][CH:20]=[CH:19][CH:18]=3)[CH:31]=4)[CH:9]=[C:10]([CH:11]([OH:14])[CH2:12][CH3:13])[N:6]2[N:5]=[CH:4][N:3]=1 |f:3.4.5,6.7,8.9.10.11|. Reported procedure: 1-(4-Amino-5-bromo-pyrrolo[2,1-f][1,2,4]triazin-7-yl)-propan-1-ol (355 mg, 1.31 mmol) and 2-benzyl-6-(4,4,5,5-tetramethyl-[1,3,2]dioxaborolan-2-yl)-2H-indazole (656.4 mg, 1.96 mmol, 1.5 eq) were dissolved in 1:1 EtOH-toluene (11 mL each) and degassed with nitrogen. After 30 minutes [1,1′-bis(diphenylphosphino)ferrocene]dichloropalladium (II) complexed with dichloromethane (95.8 mg, 0.13 mmol, 0.1 eq) followed by 2M sodium carbonate solution (1.31 mL, 2.62 mmol, 2.0 eq) were added. The reaction m... Reactants: COC(=O)C=1C(=C2C=C(C(N(C2=CN1)CC1=CC=CC=C1)=O)C)O (1-benzyl-5-hydroxy-3-methyl-2-oxo-1,2-dihydro-[1,7]naphthyridine-6-carboxylic acid methyl ester), BrN1C(CCC1=O)=O (N-bromosuccinimide). Product: COC(=O)C=1C(=C2C=C(C(N(C2=C(N1)Br)CC1=CC=CC=C1)=O)C)O (1-Benzyl-8-bromo-5-hydroxy-3-methyl-2-oxo-1,2-dihydro-[1,7]naphthyridine-6-carboxylic acid methyl ester). Isolated yield 64.3%. RXN SMILES: [CH3:1][O:2][C:3]([C:5]1[C:6]([OH:24])=[C:7]2[C:12](=[CH:13][N:14]=1)[N:11]([CH2:15][C:16]1[CH:21]=[CH:20][CH:19]=[CH:18][CH:17]=1)[C:10](=[O:22])[C:9]([CH3:23])=[CH:8]2)=[O:4].[Br:25]N1C(=O)CCC1=O>>[CH3:1][O:2][C:3]([C:5]1[C:6]([OH:24])=[C:7]2[C:12](=[C:13]([Br:25])[N:14]=1)[N:11]([CH2:15][C:16]1[CH:21]=[CH:20][CH:19]=[CH:18][CH:17]=1)[C:10](=[O:22])[C:9]([CH3:23])=[CH:8]2)=[O:4]. Procedure details: A mixture of 1-benzyl-5-hydroxy-3-methyl-2-oxo-1,2-dihydro-[1,7]naphthyridine-6-carboxylic acid methyl ester (0.62 g, 1.9 mmol) and N-bromosuccinimide (0.36 g, 2.01 mmol) was refluxed for 3 h. After the mixture was cooled to r.t., solvent was evaporated in vacuo. The residue was chromatographed (0-30% EtOAc/hexanes+2% AcOH) to give 493 mg of the title compound as a pale yellow solid. MS: (+) m/z 402.98, 404.86 (M+1, 79/81Br)